From a dataset of the Open Reaction Database (ORD), a public repository of structured organic reaction records. describe an organic reaction: reactants, conditions, products, and yield The reactants are COC1=C(OCCN2CCC2)C=CC(=C1)[N+](=O)[O-] (1-[2-(2-methoxy-4-nitro-phenoxy)-ethyl]-azetidine). Reagents/catalysts: [Pd] (palladium on carbon). Run in C1CCOC1 (THF), C(C)O (ethanol). Conditions: time 50 hour. The product is N1(CCC1)CCOC1=C(C=C(C=C1)N)OC (4-[2-azetidin-1-yl-ethoxy]-3-methoxy-phenylamine). Isolated yield 100.7%. RXN SMILES: [CH3:1][O:2][C:3]1[CH:15]=[C:14]([N+:16]([O-])=O)[CH:13]=[CH:12][C:4]=1[O:5][CH2:6][CH2:7][N:8]1[CH2:11][CH2:10][CH2:9]1>C1COCC1.C(O)C.[Pd]>[N:8]1([CH2:7][CH2:6][O:5][C:4]2[CH:12]=[CH:13][C:14]([NH2:16])=[CH:15][C:3]=2[O:2][CH3:1])[CH2:11][CH2:10][CH2:9]1. Procedure: 1-[2-(2-methoxy-4-nitro-phenoxy)-ethyl]-azetidine (53.5 mg, 0.21 mmol) was dissolved in a 1:1 mixture of THF and ethanol (7 ml) and 10% palladium on carbon paste (150 mg) introduced. The reaction mixture was stirred under an atmosphere of hydrogen for 50 hours at RT. The catalyst was filtered off over filter-aid and the filtrate evaporated to give 4-[2-azetidin-1-yl-ethoxy]-3-methoxy-phenylamine as a brown oil (47 mg, 100%). This material was treated with 3-phenoxyphthalic anhydride in the same ... The reactants are CCCN1CC(C(=O)OC)C(=O)CC1C, Cl, [Na+], [OH-]. Product: CCCN1CCC(=O)CC1C. RXN SMILES: [C:1]([O:2][CH3:3])(=[O:4])[CH:5]1[C:6](=[O:15])[CH2:7][CH:8]([CH3:14])[N:9]([CH2:11][CH2:12][CH3:13])[CH2:10]1.[ClH:18].[Na+:17].[OH-:16]>>[CH2:5]1[C:6](=[O:15])[CH2:7][CH:8]([CH3:14])[N:9]([CH2:11][CH2:12][CH3:13])[CH2:10]1. Reactants: OC1=C(C(=O)C2=CC=CC=C2)C=CC(=C1)O (2,4-dihydroxybenzophenone), 2,2′-dihydroxy-4-methoxy dibenzophenone, OC1=C(C(=O)C2=C(C=CC=C2)O)C=CC(=C1)O (2,2′,4-trihydroxybenzophenone), OC1=C(C(=O)C2=C(C=C(C=C2)O)O)C=CC(=C1)O (2,2′,4,4′-tetrahydroxy benzophenone). Yields the product C(C1=CC=CC=C1)(=O)C1=CC=CC=C1 (Benzophenone). RXN SMILES: O[C:2]1[CH:15]=[C:14](O)[CH:13]=[CH:12][C:3]=1[C:4]([C:6]1[CH:11]=[CH:10][CH:9]=[CH:8][CH:7]=1)=[O:5].OC1C=C(O)C=CC=1C(C1C=CC=CC=1O)=O.OC1C=C(O)C=CC=1C(C1C=CC(O)=CC=1O)=O>>[C:4]([C:6]1[CH:11]=[CH:10][CH:9]=[CH:8][CH:7]=1)(=[O:5])[C:3]1[CH:12]=[CH:13][CH:14]=[CH:15][CH:2]=1. Reported procedure: 2-hydrosybenzophenone, 2,4-dihydroxybenzophenone, 2,2′,4-trihydroxybenzophenone, 2,2′,4,4′-tetrahydroxy benzophenone, and 2,2′-dihydroxy-4-methoxy dibenzophenone.